This data is from the Open Reaction Database (ORD), a public repository of structured organic reaction records. The task is: describe an organic reaction: reactants, conditions, products, and yield Starting materials: O=C([O-])[O-], C1COCCN1, CN(c1ccccc1)c1nc(Cl)nc(Cl)n1, [K+], [K+], CN(C)C=O. The product is CN(c1ccccc1)c1nc(Cl)nc(N2CCOCC2)n1. As a reaction SMILES: [C:17](=[O:18])([O-:19])[O-:20].[CH2:23]1[CH2:24][O:25][CH2:26][CH2:27][NH:28]1.[Cl:1][c:2]1[n:3][c:4]([N:9]([c:10]2[cH:11][cH:12][cH:13][cH:14][cH:15]2)[CH3:16])[n:5][c:6]([Cl:8])[n:7]1.[K+:21].[K+:22].[O:29]=[CH:30][N:31]([CH3:32])[CH3:33]>>[c:2]1([N:28]2[CH2:23][CH2:24][O:25][CH2:26][CH2:27]2)[n:3][c:4]([N:9]([c:10]2[cH:11][cH:12][cH:13][cH:14][cH:15]2)[CH3:16])[n:5][c:6]([Cl:8])[n:7]1. Reaction SMILES: [CH2:44]1[O:45][CH2:46][CH2:47][CH2:48]1.[CH3:1][O:2][C:3]([c:4]1[cH:5][c:6](-[c:10]2[cH:11][c:12]3[c:17]([cH:18][cH:19]2)[O:16][C:15]2([CH2:14][C:13]3=[O:42])[CH2:20][CH2:21][N:22]([C:25](=[O:26])[c:27]3[cH:28][c:29]([O:40][CH3:41])[c:30]4[cH:31][cH:32][n:33][c:34]([CH:37]5[CH2:38][CH2:39]5)[c:35]4[cH:36]3)[CH2:23][CH2:24]2)[cH:7][cH:8][cH:9]1)=[O:43].[CH3:51][OH:52].[Cl:53][CH:54]([Cl:55])[Cl:56].[ClH:57].[Na+:50].[OH-:49]>>[O:2]=[C:3]([c:4]1[cH:5][c:6](-[c:10]2[cH:11][c:12]3[c:17]([cH:18][cH:19]2)[O:16][C:15]2([CH2:14][C:13]3=[O:42])[CH2:20][CH2:21][N:22]([C:25](=[O:26])[c:27]3[cH:28][c:29]([O:40][CH3:41])[c:30]4[cH:31][cH:32][n:33][c:34]([CH:37]5[CH2:38][CH2:39]5)[c:35]4[cH:36]3)[CH2:23][CH2:24]2)[cH:7][cH:8][cH:9]1)[OH:43]. Starting materials: C1CCOC1, COC(=O)c1cccc(-c2ccc3c(c2)C(=O)CC2(CCN(C(=O)c4cc(OC)c5ccnc(C6CC6)c5c4)CC2)O3)c1, CO, ClC(Cl)Cl, Cl, [Na+], [OH-]. Yields the product COc1cc(C(=O)N2CCC3(CC2)CC(=O)c2cc(-c4cccc(C(=O)O)c4)ccc2O3)cc2c(C3CC3)nccc12. Starting materials: C[C@H](C1=CC=CC=C1)N ((R)-(+)-α-methylbenzylamine), BrCCO (2-bromoethanol). Run in ClCCl (dichloromethane). Conditions: temperature 51 celsius, time 50 hour. Yields the product OCCN[C@@H](C1=CC=CC=C1)C ((R)-(+)-N-(2-hydroxyethyl)-α-methylbenzylamine). The yield is 76003.0%. As a reaction SMILES: [CH3:1][C@@H:2]([NH2:9])[C:3]1[CH:8]=[CH:7][CH:6]=[CH:5][CH:4]=1.Br[CH2:11][CH2:12][OH:13]>ClCCl>[OH:13][CH2:12][CH2:11][NH:9][C@H:2]([CH3:1])[C:3]1[CH:8]=[CH:7][CH:6]=[CH:5][CH:4]=1. Procedure details: 51.45 g (0.43 mmole) of (R)-(+)-α-methylbenzylamine was dissolved in 52 ml of dichloromethane and 63.78 g (0.51 mmole) of 2-bromoethanol was added thereto. This mixture was stirred at 51° C. for 50 hours to complete the reaction. The reaction solution was concentrated under reduced pressure and the residue was subjected to fractional distillation to obtain 54 g of the title compound having pale yellow color. Reactants: ICCCOCCC1=CC=CC=C1 (1-iodo-3-(2-phenylethoxy)propane), Cl.O1C(=NC2=C1C=CC=C2)C2=CC=C(COCCN)C=C2 (2-[4-(benzoxazol-2-yl)benzyloxy]ethylamine hydrochloride), [H-].[Na+] (NaH). Run in C1CCOC1 (THF). Yields the product Cl.O1C(=NC2=C1C=CC=C2)C2=CC=C(COCCNCCCOCCC1=CC=CC=C1)C=C2 (N-[2-(4-(benzoxazol-2-yl)benzyloxy)ethyl]-3-(2-phenylethoxy)propanamine hydrochloride). As a reaction SMILES: I[CH2:2][CH2:3][CH2:4][O:5][CH2:6][CH2:7][C:8]1[CH:13]=[CH:12][CH:11]=[CH:10][CH:9]=1.[ClH:14].[O:15]1[C:19]2[CH:20]=[CH:21][CH:22]=[CH:23][C:18]=2[N:17]=[C:16]1[C:24]1[CH:34]=[CH:33][C:27]([CH2:28][O:29][CH2:30][CH2:31][NH2:32])=[CH:26][CH:25]=1.[H-].[Na+]>C1COCC1>[ClH:14].[O:15]1[C:19]2[CH:20]=[CH:21][CH:22]=[CH:23][C:18]=2[N:17]=[C:16]1[C:24]1[CH:34]=[CH:33][C:27]([CH2:28][O:29][CH2:30][CH2:31][NH:32][CH2:2][CH2:3][CH2:4][O:5][CH2:6][CH2:7][C:8]2[CH:13]=[CH:12][CH:11]=[CH:10][CH:9]=2)=[CH:26][CH:25]=1 |f:1.2,3.4,6.7|. Reported procedure: To a solution of 1-iodo-3-(2-phenylethoxy)propane (0.566 g; 1.95 mmol) in dry THF (9 ml) is added 2-[4-(benzoxazol-2-yl)benzyloxy]ethylamine hydrochloride (0.59 g; 1.9 mmol). NaH (78 mg; 1.9 mmol) is then added at room temperature. The reaction mixture is heated at reflux for 30 minutes, then cooled, concentrated in vacuo, and the residue column chromatographed with 10% MeOH/CH2Cl2The product is dissolved in EtOH acidified with HCl/EtOH concentrated to a solid and recrystallized from CH2Cl2 /pet...